This data is from the Open Reaction Database (ORD), a public repository of structured organic reaction records. The task is: describe an organic reaction: reactants, conditions, products, and yield The reactants are NC1=C(CO)C=C(C=C1)OC (2-amino-5-methoxy-benzyl alcohol), S(=O)(Cl)Cl (thionyl chloride), C(C)NCC (diethylamine). The solvent is C(Cl)Cl (methylenechloride). The product is NC1=C(CN(CC)CC)C=C(C=C1)OC (2-Amino-N,N-diethyl-5-methoxy-benzylamine). Reaction SMILES: [NH2:1][C:2]1[CH:9]=[CH:8][C:7]([O:10][CH3:11])=[CH:6][C:3]=1[CH2:4]O.S(Cl)(Cl)=O.[CH2:16]([NH:18][CH2:19][CH3:20])[CH3:17]>C(Cl)Cl>[NH2:1][C:2]1[CH:9]=[CH:8][C:7]([O:10][CH3:11])=[CH:6][C:3]=1[CH2:4][N:18]([CH2:19][CH3:20])[CH2:16][CH3:17]. Procedure details: 2-Amino-N,N-diethyl-5-methoxy-benzylamine was prepared from 2-amino-5-methoxy-benzyl alcohol, thionyl chloride and diethylamine analogous to Example 1. Proof of structure by IR-, UV- and NMR-spectra. IR-spectrum (methylenechloride): 3260 cm-1NH2 ; 3410 cm-1NH2 ; 2830 cm-1OCH3 ; 2800 cm-1N-ethyl; 1510 cm-1C=C; 1600 cm-1C=C. EXAMPLE 123 Reactants: CCCCO, CCOc1ccc2nc(Cl)sc2c1, CC(S)(C(=O)O)c1ccccc1. Product: CCOc1ccc2nc(SC(C)(C(=O)O)c3ccccc3)sc2c1. As a reaction SMILES: [CH2:26]([OH:27])[CH2:28][CH2:29][CH3:30].[Cl:1][c:2]1[s:3][c:4]2[c:5]([n:6]1)[cH:7][cH:8][c:9]([O:11][CH2:12][CH3:13])[cH:10]2.[SH:14][C:15]([C:16](=[O:17])[OH:18])([CH3:19])[c:20]1[cH:21][cH:22][cH:23][cH:24][cH:25]1>>[c:2]1([S:14][C:15]([C:16](=[O:17])[OH:18])([CH3:19])[c:20]2[cH:21][cH:22][cH:23][cH:24][cH:25]2)[s:3][c:4]2[c:5]([n:6]1)[cH:7][cH:8][c:9]([O:11][CH2:12][CH3:13])[cH:10]2. Starting materials: COC(=O)CCCCC=C(CNCCN1CCOCC1)COc1cccc2ccccc12, [Li+], C1CCOC1, [OH-], O, O. Yields the product O=C(O)CCCCC=C(CNCCN1CCOCC1)COc1cccc2ccccc12. Reaction SMILES: [CH3:1][O:2][C:3]([CH2:4][CH2:5][CH2:6][CH2:7][CH:8]=[C:9]([CH2:10][NH:11][CH2:12][CH2:13][N:14]1[CH2:15][CH2:16][O:17][CH2:18][CH2:19]1)[CH2:20][O:21][c:22]1[cH:23][cH:24][cH:25][c:26]2[cH:27][cH:28][cH:29][cH:30][c:31]12)=[O:32].[Li+:35].[O:36]1[CH2:37][CH2:38][CH2:39][CH2:40]1.[OH-:34].[OH2:33].[OH2:41]>>[O:2]=[C:3]([CH2:4][CH2:5][CH2:6][CH2:7][CH:8]=[C:9]([CH2:10][NH:11][CH2:12][CH2:13][N:14]1[CH2:15][CH2:16][O:17][CH2:18][CH2:19]1)[CH2:20][O:21][c:22]1[cH:23][cH:24][cH:25][c:26]2[cH:27][cH:28][cH:29][cH:30][c:31]12)[OH:32].